Dataset: the Open Reaction Database (ORD), a public repository of structured organic reaction records. Task: describe an organic reaction: reactants, conditions, products, and yield The reactants are [N+](=[N-])=C (Diazomethane), BrCC1=CC=C(C(=O)O)C=C1 (4-(bromomethyl)-benzoic acid). The solvent is C(Cl)Cl (methylene chloride). Yields the product BrCC1=CC=C(C(=O)OC)C=C1 (Methyl 4-(bromomethy)-benzoate). Reaction SMILES: [N+](=[CH2:3])=[N-].[Br:4][CH2:5][C:6]1[CH:14]=[CH:13][C:9]([C:10]([OH:12])=[O:11])=[CH:8][CH:7]=1>C(Cl)Cl>[Br:4][CH2:5][C:6]1[CH:14]=[CH:13][C:9]([C:10]([O:12][CH3:3])=[O:11])=[CH:8][CH:7]=1. Procedure details: Diazomethane was added slowly to a suspension of 10 g of 4-(bromomethyl)-benzoic acid in 50 ml of methylene chloride until a persistent yellow coloring of the medium was obtained and excess diazomethane was destroyed by the addition of acetic acid. The mixture was evaporated to dryness and the residue was washed with water and dried under reduced pressure at ambient temperature to obtain 9.25 g of the desired product melting at 54° C. The reactants are O=C(Cc1ccc(Cl)cc1)c1ccccc1, Cl, CON, c1ccncc1. The product is CON=C(Cc1ccc(Cl)cc1)c1ccccc1. As a reaction SMILES: [Cl:1][c:2]1[cH:3][cH:4][c:5]([CH2:8][C:9](=[O:10])[c:11]2[cH:12][cH:13][cH:14][cH:15][cH:16]2)[cH:6][cH:7]1.[ClH:17].[O:18]([CH3:19])[NH2:20].[cH:21]1[cH:22][cH:23][n:24][cH:25][cH:26]1>>[Cl:1][c:2]1[cH:3][cH:4][c:5]([CH2:8][C:9]([c:11]2[cH:12][cH:13][cH:14][cH:15][cH:16]2)=[N:20][O:18][CH3:19])[cH:6][cH:7]1. The reactants are ClC(=O)OC(C)Cl (1-chloroethyl chloroformate), N1=CC=CC=C1 (Pyridine), [N+](=O)(O[C@H](C)[C@@H](C(CCO)C)O[N+](=O)[O-])[O-] ((2R,3R)-6-hydroxy-4-methylhexane-2,3-diyl dinitrate), [N+](=O)(O[C@H](C)[C@@H](C(CCO)C)O[N+](=O)[O-])[O-] ((2R,3R)-6-hydroxy-4-methylhexane-2,3-diyl dinitrate). Run in C(Cl)Cl (CH2Cl2), C(Cl)Cl (CH2Cl2). Conditions: time 8 hour. Product: C(OCCC([C@H]([C@@H](C)O[N+](=O)[O-])O[N+](=O)[O-])C)(OC(C)Cl)=O ((4R,5R)-3-methyl-4,5-bis(nitrooxy)hexyl 1-chloroethyl carbonate). Reaction SMILES: [N+:1]([O-:16])([O:3][C@@H:4]([C@H:6]([O:12][N+:13]([O-:15])=[O:14])[CH:7]([CH3:11])[CH2:8][CH2:9][OH:10])[CH3:5])=[O:2].Cl[C:18]([O:20][CH:21]([Cl:23])[CH3:22])=[O:19].N1C=CC=CC=1>C(Cl)Cl>[C:18](=[O:19])([O:20][CH:21]([Cl:23])[CH3:22])[O:10][CH2:9][CH2:8][CH:7]([CH3:11])[C@@H:6]([O:12][N+:13]([O-:15])=[O:14])[C@H:4]([O:3][N+:1]([O-:16])=[O:2])[CH3:5]. Reported procedure: To a solution of (2R,3R)-6-hydroxy-4-methylhexane-2,3-diyl dinitrate (Intermediate 2, 0.78 g, 3.26 mmol) in CH2Cl2 (15 mL) cooled at 0° C., 1-chloroethyl chloroformate (0.355 mL, 3.26 mmol) was added. Then a solution of Pyridine (0.263 mL, 3.26 mmol) was added dropwise. The solution was stirred at room temperature overnight. Then it was diluted with CH2Cl2 (25 mL) and washed with HCl 1 N (2×15 mL), a saturated solution of NaHCO3 (15 mL) and brine. The organic layer was dried over Na2SO4 and conc... The solvent is CN(C=O)C (dimethylformamide). Procedure details: To a solution of 951 mg (23.8 mmol) of sodium hydride contained at 60% in mineral oil in dry dimethylformamide (50 ml) was added 2.64 g (14.1mmol) of 4-bromobenzyl alcohol in an atmosphere of argon, and the mixture was allowed to react at 40°-50° C. for 30 min. Then, 1.62 g (6.14 mmol) of α,α'-dibromo-p-xylene was added, and the mixture was reacted at room temperature for 19 hours. To the reaction mixture at 0° C. was added a saturated aqueous solution of ammonium chloride followed by extraction... The reactants are [H-].[Na+] (sodium hydride), [Cl-].[NH4+] (ammonium chloride), BrC1=CC=C(CO)C=C1 (4-bromobenzyl alcohol), BrCC1=CC=C(C=C1)CBr (α,α'-dibromo-p-xylene). The product is BrC1=CC=C(C=C1)COCC1=CC=C(C=C1)COCC1=CC=C(C=C1)Br (1,4-bis[3-(4-bromophenyl)-2-oxapropyl]benzene). Isolated yield 62.5%. Reaction SMILES: [H-].[Na+].[Br:3][C:4]1[CH:11]=[CH:10][C:7]([CH2:8][OH:9])=[CH:6][CH:5]=1.Br[CH2:13][C:14]1[CH:19]=[CH:18][C:17]([CH2:20]Br)=[CH:16][CH:15]=1.[Cl-].[NH4+]>CN(C)C=O>[Br:3][C:4]1[CH:11]=[CH:10][C:7]([CH2:8][O:9][CH2:20][C:17]2[CH:16]=[CH:15][C:14]([CH2:13][O:9][CH2:8][C:7]3[CH:10]=[CH:11][C:4]([Br:3])=[CH:5][CH:6]=3)=[CH:19][CH:18]=2)=[CH:6][CH:5]=1 |f:0.1,4.5|. Reactants: O (water), OC=1C=C(C=CC1OC)C=1OC=C(N1)CNC(C1=C(C=CC=C1)OCC)=O (N-[2-(3-hydroxy-4-methoxyphenyl)oxazol-4-ylmethyl]-2-ethoxybenzamide), N12CCCCCC2=NCCC1 (1,8-diazabicyclo[5,4,0]undec-7-ene), BrCC1CC1 ((bromomethyl)cyclopropane). Run in C(C)O (ethanol). Yields the product C1(CC1)COC=1C=C(C=CC1OC)C=1OC=C(N1)CNC(C1=C(C=CC=C1)OCC)=O (N-[2-(3-cyclopropylmethoxy-4-methoxyphenyl)oxazol-4-ylmethyl]-2-ethoxybenzamide). RXN SMILES: [OH:1][C:2]1[CH:3]=[C:4]([C:10]2[O:11][CH:12]=[C:13]([CH2:15][NH:16][C:17](=[O:27])[C:18]3[CH:23]=[CH:22][CH:21]=[CH:20][C:19]=3[O:24][CH2:25][CH3:26])[N:14]=2)[CH:5]=[CH:6][C:7]=1[O:8][CH3:9].N12CCCN=[C:34]1[CH2:33][CH2:32][CH2:31]CC2.BrCC1CC1.O>C(O)C>[CH:33]1([CH2:34][O:1][C:2]2[CH:3]=[C:4]([C:10]3[O:11][CH:12]=[C:13]([CH2:15][NH:16][C:17](=[O:27])[C:18]4[CH:23]=[CH:22][CH:21]=[CH:20][C:19]=4[O:24][CH2:25][CH3:26])[N:14]=3)[CH:5]=[CH:6][C:7]=2[O:8][CH3:9])[CH2:31][CH2:32]1. Procedure: A 0.2 g quantity of the N-[2-(3-hydroxy-4-methoxy phenyl)oxazol-4-ylmethyl]-2-ethoxybenzamide obtained in Example 2 and 0.3 ml of 1,8-diazabicyclo[5,4,0]undec-7-ene were dissolved in 4 ml of ethanol, and 0.14 g of (bromomethyl)cyclopropane was added thereto. The mixture was heated and refluxed overnight. The reaction mixture was allowed to cool, water was then added thereto, and extraction was performed with ethyl acetate. After washing with water twice, the organic layer was concentrated under ... Yields the product C(C)OC(=O)C=1C(=NC(=NC1)C1=NC=CC=N1)Cl (4-chloro-[2,2′]bipyrimidinyl-5-carboxylic acid ethyl ester). Procedure details: A suspension of 1.62 g (6.5 mmol) 4-hydroxy-[2,2′]bipyrimidinyl-5-carboxylic acid ethyl ester in 16 ml POCl3 was heated at reflux for lh. The solution was cooled to RT and poured into 100 ml ice-water. The pH of the solution was adjusted to 8 with sat. NaHCO3-solution. The water phase was extracted three times with 80 ml CH2Cl2. The combined organic phases were dried (Na2SO4), filtered and evaporated. The residue was purified by chromatography (SiO2, CH2Cl2/MeOH 95:5) to give 1.43 g (82%) 4-chlo... RXN SMILES: [CH2:1]([O:3][C:4]([C:6]1[C:7](O)=[N:8][C:9]([C:12]2[N:17]=[CH:16][CH:15]=[CH:14][N:13]=2)=[N:10][CH:11]=1)=[O:5])[CH3:2].C([O-])(O)=O.[Na+].O=P(Cl)(Cl)[Cl:26]>>[CH2:1]([O:3][C:4]([C:6]1[C:7]([Cl:26])=[N:8][C:9]([C:12]2[N:17]=[CH:16][CH:15]=[CH:14][N:13]=2)=[N:10][CH:11]=1)=[O:5])[CH3:2] |f:1.2|. Starting materials: ice water, C(C)OC(=O)C=1C(=NC(=NC1)C1=NC=CC=N1)O (4-hydroxy-[2,2′]bipyrimidinyl-5-carboxylic acid ethyl ester), O=P(Cl)(Cl)Cl (POCl3), C(=O)(O)[O-].[Na+] (NaHCO3). The yield is 82.0%. The reactants are OC1=NC=NC2=CC=C(C=C12)C(N)=O (4-hydroxy-6-carbamoylquinazoline), S(=O)(Cl)Cl (thionyl chloride). Solvent: P(=O)(Cl)(Cl)Cl (phosphorus oxychloride). The product is ClC1=NC=NC2=CC=C(C=C12)C#N (4-Chloro-6-cyanoquinazoline). The yield is 40.0%. As a reaction SMILES: O[C:2]1[C:11]2[C:6](=[CH:7][CH:8]=[C:9]([C:12](=O)[NH2:13])[CH:10]=2)[N:5]=[CH:4][N:3]=1.S(Cl)([Cl:17])=O>P(Cl)(Cl)(Cl)=O>[Cl:17][C:2]1[C:11]2[C:6](=[CH:7][CH:8]=[C:9]([C:12]#[N:13])[CH:10]=2)[N:5]=[CH:4][N:3]=1. Procedure: A mixture comprising 2 g of 4-hydroxy-6-carbamoylquinazoline, 30 ml of thionyl chloride and 60 ml of phosphorus oxychloride was heated under reflux for 20 hours. The reaction mixture was concentrated under a reduced pressure and the obtained residue was dissolved in 100 ml of ethyl acetate. The obtained solution was washed with water (150 ml), dried over magnesium sulfate and concentrated under a reduced pressure. The obtained residue was introduced into a silica gel column, followed by eluting ... Starting materials: ClC1=CC(=CC=C1)I (1-chloro-3-iodobenzene), C(C=C)O (allyl alcohol), C([O-])(O)=O.[Na+] (sodium bicarbonate). The reagents and catalysts are [Cl-].C(CCC)[N+](CCCC)(CCCC)CCCC (tetrabutylammonium chloride), CC(=O)[O-].CC(=O)[O-].[Pd+2] (Pd(OAc)2). The solvent is O (water), CN(C)C=O (DMF). The product is ClC=1C=C(C=CC1)CCC=O (3-(3-Chloro-phenyl)-propionaldehyde). Yield: 74.0%. RXN SMILES: [Cl:1][C:2]1[CH:7]=[CH:6][CH:5]=[C:4](I)[CH:3]=1.[CH2:9]([OH:12])[CH:10]=[CH2:11].C(=O)(O)[O-].[Na+]>[Cl-].C([N+](CCCC)(CCCC)CCCC)CCC.CN(C=O)C.O.CC([O-])=O.CC([O-])=O.[Pd+2]>[Cl:1][C:2]1[CH:3]=[C:4]([CH2:11][CH2:10][CH:9]=[O:12])[CH:5]=[CH:6][CH:7]=1 |f:2.3,4.5,8.9.10|. Procedure details: A solution of 1-chloro-3-iodobenzene (9.63 g, 40.38 mmol), allyl alcohol (5.86 g, 100.96 mmol), sodium bicarbonate (8.48 g, 100.96 mmol), tetrabutylammonium chloride (11.22 g, 40.38 mmol), and Pd(OAc)2 (317 mg, 1.413 mmol) in 25 mL DMF was stirred at 50° C. for 18 h. The mixture was cooled to room temperature, diluted with water, and the aqueous solution was washed with EtOAc. The organic solution was washed with water followed by brine, dried over MgSO4, filtered and concentrated in vacuo. The ...